This data is from the Open Reaction Database (ORD), a public repository of structured organic reaction records. The task is: describe an organic reaction: reactants, conditions, products, and yield Starting materials: C1(=CC=CC=C1)[C@@]1([C@@H](C1)COCC1=CC=CC=C1)CCNC(OC(C)(C)C)=O (1,1-dimethylethyl [2-((1R,2R)-1-phenyl-2-{[(phenylmethyl)oxy]methyl}cyclopropyl)ethyl]carbamate), 24B. The reagents and catalysts are [Pd] (palladium on activated carbon). Run in C(C)O (ethyl alcohol). The product is OC[C@H]1[C@](C1)(C1=CC=CC=C1)CCNC(OC(C)(C)C)=O (1,1-dimethylethyl {2-[(1R,2R)-2-(hydroxymethyl)-1-phenylcyclopropyl]ethyl}carbamate). Isolated yield 91.0%. RXN SMILES: [C:1]1([C@@:7]2([CH2:19][CH2:20][NH:21][C:22](=[O:28])[O:23][C:24]([CH3:27])([CH3:26])[CH3:25])[CH2:9][C@H:8]2[CH2:10][O:11]CC2C=CC=CC=2)[CH:6]=[CH:5][CH:4]=[CH:3][CH:2]=1>[Pd].C(O)C>[OH:11][CH2:10][C@@H:8]1[CH2:9][C@:7]1([CH2:19][CH2:20][NH:21][C:22](=[O:28])[O:23][C:24]([CH3:26])([CH3:25])[CH3:27])[C:1]1[CH:2]=[CH:3][CH:4]=[CH:5][CH:6]=1. Reported procedure: 1,1-dimethylethyl [2-((1R,2R)-1-phenyl-2-{[(phenylmethyl)oxy]methyl}cyclopropyl)ethyl]carbamate (5.9 g, 15.46 mmol), accessed via the method of Preparation 24B was combined with 10% palladium on activated carbon (600 mg) in 100 mL ethyl alcohol and hydrogenated under 1 atm H2(g) for 3 h at ambient temperature. The catalyst was filtered off through celite and the filtrate concentrated to give the title compound (4.1 g, 14.07 mmol, 91%) as a colorless oil. 1H NMR (400 MHz, DMSO-d6) δ 7.27-7.12 (m,... Starting materials: ClC1=CC=C(C=C1)C1(CCN(CC1)C(=O)OC(C)(C)C)O (tert-butyl 4-(4-chlorophenyl)-4-hydroxypiperidine-1-carboxylate), [H-].[Na+] (sodium hydride), CI (methyl iodide). Solvent: CN(C=O)C (dimethylformamide). Run at time 30 minute. The product is ClC1=CC=C(C=C1)C1(CCN(CC1)C(=O)OC(C)(C)C)OC (tert-butyl 4-(4-chlorophenyl)-4-methoxypiperidine-1-carboxylate). As a reaction SMILES: [Cl:1][C:2]1[CH:7]=[CH:6][C:5]([C:8]2([OH:21])[CH2:13][CH2:12][N:11]([C:14]([O:16][C:17]([CH3:20])([CH3:19])[CH3:18])=[O:15])[CH2:10][CH2:9]2)=[CH:4][CH:3]=1.[H-].[Na+].[CH3:24]I>CN(C)C=O>[Cl:1][C:2]1[CH:3]=[CH:4][C:5]([C:8]2([O:21][CH3:24])[CH2:9][CH2:10][N:11]([C:14]([O:16][C:17]([CH3:18])([CH3:20])[CH3:19])=[O:15])[CH2:12][CH2:13]2)=[CH:6][CH:7]=1 |f:1.2|. Reported procedure: 790 mg tert-butyl 4-(4-chlorophenyl)-4-hydroxypiperidine-1-carboxylate are placed in 5 ml dimethylformamide and 193 mg sodium hydride (60% in mineral oil) are added. The reaction mixture is stirred for 30 min at ambient temperature, then 267 μl methyl iodide are added. After 1 h the reaction mixture is poured onto ice and the product is extracted with diethyl ether. 650 mg product are obtained in the form of an oil. Analytical HPLC-MS (method B): RT==1.88 min. The reactants are [K+].[Br-] (KBr), resultant mixture, ClCSC=1C=C(C=CC1)C (3-chloromethylthiotoluene), ( 100 ), ( 100/32 ), CC(C)([O-])C.[K+] (Potassium tert-butoxide), Cl.ClC=1C=NC(NC1)=O (5-chloro-pyrimidin-2-one hydrochloride), ( 6/2,M ). Run in C(C)(C)O.CCO (isoPrOH EtOH), CN(C)C=O (DMF), CN(C)C=O (DMF), CN(C)C=O (DMF). Reaction conditions: time 13 minute. Yields the product C1(=CC(=CC=C1)SCN1C(N=CC(=C1)Cl)=O)C (1-(3-Tolylsulfenyl)methyl-5-chloropyrimidin-2-one). RXN SMILES: CC(C)([O-])C.[K+].Cl.[Cl:8][C:9]1[CH:10]=[N:11][C:12](=[O:15])[NH:13][CH:14]=1.Cl[CH2:17][S:18][C:19]1[CH:20]=[C:21]([CH3:25])[CH:22]=[CH:23][CH:24]=1.[K+].[Br-]>CN(C=O)C.C(O)(C)C.CCO>[C:21]1([CH3:25])[CH:22]=[CH:23][CH:24]=[C:19]([S:18][CH2:17][N:11]2[CH:10]=[C:9]([Cl:8])[CH:14]=[N:13][C:12]2=[O:15])[CH:20]=1 |f:0.1,2.3,5.6,8.9|. Procedure: Potassium tert-butoxide (20 mmol) in DMF (12 ml) was added to a solution of 5-chloro-pyrimidin-2-one hydrochloride (10 mmol) in DMF (60 ml). After stirring for 13 min, a solution of 3-chloromethylthiotoluene (10 mmol) in DMF (12 ml) was added. The resultant mixture was stirred at 60° C. for 3 h, the solvent distilled off at reduced pressure and the residue triturated and washed well with water before drying. The product was the N- and O-alkylated isomers in the ratio 7:5; yield: 1.71 g (64%). Th... Reactants: O=C(Cl)OCc1ccccc1, COC(=O)C1C(N=[N+]=[N-])C(=O)N1Cc1ccc(OC)cc1OC, Cc1ccc(S(=O)(=O)OCC2NC(=O)C2N)cc1, O=C(Cl)COc1ccccc1. The product is Cc1ccc(S(=O)(=O)OCC2NC(=O)C2NC(=O)OCc2ccccc2)cc1. Reaction SMILES: [Cl:19][C:20](=[O:21])[O:22][CH2:23][c:24]1[cH:25][cH:26][cH:27][cH:28][cH:29]1.[N:30]([CH:31]1[C:32](=[O:33])[N:34]([CH2:35][c:36]2[cH:37][cH:38][c:39]([O:40][CH3:41])[cH:42][c:43]2[O:44][CH3:45])[CH:46]1[C:47]([O:48][CH3:49])=[O:50])=[N+:51]=[N-:52].[NH2:1][CH:2]1[CH:3]([CH2:7][O:8][S:9](=[O:10])(=[O:11])[c:12]2[cH:13][cH:14][c:15]([CH3:18])[cH:16][cH:17]2)[NH:4][C:5]1=[O:6].[O:53]([CH2:54][C:55]([Cl:56])=[O:57])[c:58]1[cH:59][cH:60][cH:61][cH:62][cH:63]1>>[NH:1]([CH:2]1[CH:3]([CH2:7][O:8][S:9](=[O:10])(=[O:11])[c:12]2[cH:13][cH:14][c:15]([CH3:18])[cH:16][cH:17]2)[NH:4][C:5]1=[O:6])[C:20](=[O:21])[O:22][CH2:23][c:24]1[cH:25][cH:26][cH:27][cH:28][cH:29]1. Reactants: C(CC)OCCOC(CCCC(C1C[C@H]2[C@H](C[C@H]([C@@H]2\C=C\[C@H](CCCCC)O)O)O1)Br)=O ((13E)-(5RS,6RS,9α,11α,15S)-5-bromo-6,9-epoxy-11,15-dihydroxyprost-13-enoic acid 2-propoxyethyl ester), C1CCC2=NCCCN2CC1 (DBU), Cl (hydrochloric acid), P(=O)([O-])([O-])[O-] (phosphate). Yields the product C(CC)OCCOC(CCC\C=C/1\C[C@H]2[C@H](C[C@H]([C@@H]2\C=C\[C@H](CCCCC)O)O)O1)=O ((5Z,13E)-(9α,11α,15S)-6,9-Epoxy-11,15-dihydroxyprosta-5,13-dienoic acid 2-propoxyethyl ester). Yield: 68.5%. As a reaction SMILES: [CH2:1]([O:4][CH2:5][CH2:6][O:7][C:8](=[O:32])[CH2:9][CH2:10][CH2:11][CH:12](Br)[CH:13]1[O:30][C@H:16]2[CH2:17][C@@H:18]([OH:29])[C@H:19](/[CH:20]=[CH:21]/[C@@H:22]([OH:28])[CH2:23][CH2:24][CH2:25][CH2:26][CH3:27])[C@H:15]2[CH2:14]1)[CH2:2][CH3:3].C1CCN2C(=NCCC2)CC1.Cl.P([O-])([O-])([O-])=O>>[CH2:1]([O:4][CH2:5][CH2:6][O:7][C:8](=[O:32])[CH2:9][CH2:10][CH2:11]/[CH:12]=[C:13]1/[CH2:14][C@@H:15]2[C@@H:19](/[CH:20]=[CH:21]/[C@@H:22]([OH:28])[CH2:23][CH2:24][CH2:25][CH2:26][CH3:27])[C@H:18]([OH:29])[CH2:17][C@@H:16]2[O:30]/1)[CH2:2][CH3:3]. Reported procedure: 235 mg of (13E)-(5RS,6RS,9α,11α,15S)-5-bromo-6,9-epoxy-11,15-dihydroxyprost-13-enoic acid 2-propoxyethyl ester (prepared as described in Example 5) and 0.8 ml of DBU were stirred at 50°-60° C. for 3 hours under a nitrogen atmosphere. The solution obtained was cooled to 0°-5° C., 4 ml of 1 N hydrochloric acid and 4 ml of a phosphate buffer with a pH of 6.86, cooled to 0°-5° C., were added and the mixture was extracted with diethyl ether. The extract was dried over magnesium sulphate and concentra... The reactants are ester, [OH-].[Na+] (sodium hydroxide), C1(CCCCC1)C=1N=C(N(C(=O)N2C=NC=C2)C1)C1CCCCC1 (Dicyclohexylcarbonyldiimidazole), Cl.C(C)OC([C@@H](N)CS)=O (Cysteine ethyl ester hydrochloride), Cl (hydrochloric acid). Run in C(C)OCC (ethyl ether), CO (methanol), O1CCCC1 (tetrahydrofuran), C(C)N(CC)CC (triethylamine). Conditions: time 30 minute. Yields the product C(C)OC([C@@H](NC(CNC1=CC=C2C(=CC(OC2=C1)=O)C)=O)CS)=O (N-[[(4-methyl-coumarin-7-yl)amino]acetyl]cysteine ethyl ester). RXN SMILES: [OH-:1].[Na+].Cl.[CH:4]1([C:10]2N=C(C3CCCCC3)N([CH:21]=2)C(N2C=CN=C2)=O)[CH2:9][CH2:8][CH2:7][CH2:6][CH2:5]1.Cl.[CH2:29]([O:31][C:32](=[O:37])[C@H:33]([CH2:35][SH:36])[NH2:34])[CH3:30]>CO.O1CCCC1.C(OCC)C.C(N(CC)CC)C>[CH2:29]([O:31][C:32](=[O:37])[C@H:33]([CH2:35][SH:36])[NH:34][C:32](=[O:37])[CH2:33][NH:34][C:7]1[CH:6]=[C:5]2[C:4]([C:10]([CH3:21])=[CH:30][C:29](=[O:31])[O:1]2)=[CH:9][CH:8]=1)[CH3:30] |f:0.1,4.5|. Procedure: To 1.96 g (7.5 mmol) of the above ester in 15 ml of methanol and 15 ml of tetrahydrofuran was added B 10 ml of 1N aqueous sodium hydroxide. After 30 minutes, 4 ml of 10% aqueous hydrochloric acid was added. The organic solvents were evaporated and the resultant crystalline product was filtered and washed with cold ethanol and then ether. This material was dissolved in 20 ml of tetrahydrofuran and 4 ml of dimethylformamide. Dicyclohexylcarbonyldiimidazole (1.3 g, 2.2 eq) was added and the reactio... The reactants are OC1=CC=C2C(C=C(OC2=C1CCC)C(=O)OCC)=O (ethyl 7-hydroxy-8-n-propylchromone-2-carboxylate), C(CC)C1=C(OCCCCCBr)C=CC=C1 (5-(2-n-propylphenoxy)-1-bromopentane). Yields the product C(=O)(OCC)C=1OC2=C(C(=CC=C2C(C1)=O)OCCCCCOC1=C(C=CC=C1)CCC)CCC (2-carboethoxy-7-[5-(2-n-propylphenoxy)pentoxy]-8-n-propylchromone). The yield is 79.9%. Reaction SMILES: [OH:1][C:2]1[C:11]([CH2:12][CH2:13][CH3:14])=[C:10]2[C:5]([C:6](=[O:20])[CH:7]=[C:8]([C:15]([O:17][CH2:18][CH3:19])=[O:16])[O:9]2)=[CH:4][CH:3]=1.[CH2:21]([C:24]1[CH:36]=[CH:35][CH:34]=[CH:33][C:25]=1[O:26][CH2:27][CH2:28][CH2:29][CH2:30][CH2:31]Br)[CH2:22][CH3:23]>>[C:15]([C:8]1[O:9][C:10]2[C:5]([C:6](=[O:20])[CH:7]=1)=[CH:4][CH:3]=[C:2]([O:1][CH2:31][CH2:30][CH2:29][CH2:28][CH2:27][O:26][C:25]1[CH:33]=[CH:34][CH:35]=[CH:36][C:24]=1[CH2:21][CH2:22][CH3:23])[C:11]=2[CH2:12][CH2:13][CH3:14])([O:17][CH2:18][CH3:19])=[O:16]. Procedure: Using essentially the method of Example 2, 2.76 g (10 mmole) of ethyl 7-hydroxy-8-n-propylchromone-2-carboxylate and 8.18 g (11 mmole) of 5-(2-n-propylphenoxy)-1-bromopentane, gave 3.84 g (80%) of the title compound, mp 73°-75°. Calc: C, 72.48; H, 7.55; Found: C, 72.24; H, 7.63.